This data is from the Open Reaction Database (ORD), a public repository of structured organic reaction records. The task is: describe an organic reaction: reactants, conditions, products, and yield The reactants are O=C1CN(CCN2CCOCC2)c2nc(Br)cnc2N1, CC(C)(O)c1ccc([Sn](C)(C)C)cn1, CN(C)C=O. Product: CC(C)(O)c1ccc(-c2cnc3c(n2)N(CCN2CCOCC2)CC(=O)N3)cn1. Reaction SMILES: [Br:1][c:2]1[n:3][c:4]2[c:5]([n:6][cH:7]1)[NH:8][C:9](=[O:20])[CH2:10][N:11]2[CH2:12][CH2:13][N:14]1[CH2:15][CH2:16][O:17][CH2:18][CH2:19]1.[CH3:21][Sn:22]([c:23]1[cH:24][cH:25][c:26]([C:29]([CH3:30])([CH3:31])[OH:32])[n:27][cH:28]1)([CH3:33])[CH3:34].[CH3:35][N:36]([CH3:37])[CH:38]=[O:39]>>[c:2]1(-[c:23]2[cH:24][cH:25][c:26]([C:29]([CH3:30])([CH3:31])[OH:32])[n:27][cH:28]2)[n:3][c:4]2[c:5]([n:6][cH:7]1)[NH:8][C:9](=[O:20])[CH2:10][N:11]2[CH2:12][CH2:13][N:14]1[CH2:15][CH2:16][O:17][CH2:18][CH2:19]1. The reactants are C1CCOC1, Cc1c(O)cccc1C(=O)O. Yields the product Cc1c(O)cccc1CO. Reaction SMILES: [O:12]1[CH2:13][CH2:14][CH2:15][CH2:16]1.[OH:1][c:2]1[c:3]([CH3:11])[c:4]([C:5](=[O:6])[OH:7])[cH:8][cH:9][cH:10]1>>[OH:1][c:2]1[c:3]([CH3:11])[c:4]([CH2:5][OH:6])[cH:8][cH:9][cH:10]1. Starting materials: OC1=C(C(=CC(=C1CCC(C)C)OCOC)OCOC)C(C)=O (2'-hydroxy-4',6'-bis(methoxymethoxy)-3'-isopentylacetophenone). The solvent is CO (methanol). Product: COCOC1=CC=C(C=O)C=C1 (p-methoxymethoxybenzaldehyde). The yield is 100.3%. As a reaction SMILES: O[C:2]1[C:7](CCC(C)C)=[C:6]([O:13][CH2:14][O:15][CH3:16])[CH:5]=[C:4](OCOC)[C:3]=1[C:21](=[O:23])C>CO>[CH3:16][O:15][CH2:14][O:13][C:6]1[CH:7]=[CH:2][C:3]([CH:21]=[O:23])=[CH:4][CH:5]=1. Reported procedure: In 3 ml of methanol were dissolved 1.40 g of the 2'-hydroxy-4',6'-bis(methoxymethoxy)-3'-isopentylacetophenone obtained in Production Example 16 and 715 mg of the p-methoxymethoxybenzaldehyde obtained in Production Example 25, and a 50% ethanol solution of sodium hydroxide (4.0 g/8 ml) was added to the solution and the mixture was stirred at room temperature for 1 day to effect a reaction. Reactants: ClC1=CC(=C(C=C1F)NC(C1=CN=CC=C1C(F)(F)F)=O)NC (N-(4-chloro-5-fluoro-2-(methylamino) phenyl)-4-(tri-fluoromethyl) nicotinamide), C1CCC2=NCCCN2CC1 (DBU). Solvent: CC(=O)N(C)C (DMA). Run at temperature 140 celsius. The product is ClC=1C(=CC2=C(N(C(=N2)C=2C=NC=CC2C(F)(F)F)C)C1)F (6-chloro-5-fluoro-1-methyl-2-[4-(trifluoromethyl)pyridin-3-yl]-1H-benzimidazole). As a reaction SMILES: [Cl:1][C:2]1[C:7]([F:8])=[CH:6][C:5]([NH:9][C:10](=O)[C:11]2[C:16]([C:17]([F:20])([F:19])[F:18])=[CH:15][CH:14]=[N:13][CH:12]=2)=[C:4]([NH:22][CH3:23])[CH:3]=1.C1CCN2C(=NCCC2)CC1>CC(N(C)C)=O>[Cl:1][C:2]1[C:7]([F:8])=[CH:6][C:5]2[N:9]=[C:10]([C:11]3[CH:12]=[N:13][CH:14]=[CH:15][C:16]=3[C:17]([F:20])([F:19])[F:18])[N:22]([CH3:23])[C:4]=2[CH:3]=1. Procedure details: To the solution of compound N-(4-chloro-5-fluoro-2-(methylamino) phenyl)-4-(tri-fluoromethyl) nicotinamide (0.1 g, 0.0028 mol) in DMA (5 ml) was added DBU (0.05 g, 0.0037 mol). Reaction mixture was heated at 140° C. for 24 h. Reaction mass was quenched with ice water and layers were separated. The aqueous layer was extracted with EtOAc (3×10 ml). The combined organic extracts were washed with brine dried over Na2SO4 and concentrated to get crude product which was purified by column chromatograph... Starting materials: [N+](=O)([O-])C=1C=C(C(C(=O)O)=CC1)C(=O)O (4-nitrophthalic acid), C1(\C=C/C(=O)O1)=O (maleic anhydride). Reagents/catalysts: [Pd] (palladium/charcoal), [Pd] (palladium). The solvent is O1CCOCC1 (dioxane). The product is C(C=1C(C(=O)O)=CC=CC1)(=O)O (phthalic acid). As a reaction SMILES: [N+]([C:4]1[CH:5]=[C:6]([C:13]([OH:15])=[O:14])[C:7](=[CH:11][CH:12]=1)[C:8]([OH:10])=[O:9])([O-])=O.C1(=O)OC(=O)C=C1>O1CCOCC1.[Pd]>[C:13]([OH:15])(=[O:14])[C:6]1[C:7](=[CH:11][CH:12]=[CH:4][CH:5]=1)[C:8]([OH:10])=[O:9]. Reported procedure: 84.5 g (0.4 mol) of 4-nitrophthalic acid are hydrogenated in 720 ml of dioxane, in the presence of 4 g of a palladium/charcoal catalyst containing 5% by weight of palladium, at 25° C. 47.02 g (0.48 mol) of maleic anhydride are added to the filtered reaction solution. After a reaction time of 12 hours, the 4-(maleinamidyl)-phthalic acid which has precipitated is filtered off and washed with 50 ml of dioxane. After drying at 80° C./15 mm Hg for 12 hours, 101.6 g (91% of theory) of 4-maleinamidyl)-... The reactants are [N+](=[N-])=CC(=O)OCC (ethyl diazoacetate), CC(C#C)=O (3-butyne-2-one). Run in C(C)OCC (ethyl ether), CCOCC (ether). Conditions: temperature 0 celsius. Yields the product C(C)OC(=O)C1=NNC(=C1)C(C)=O (5-acetylpyrazole-3-carboxylic acid ethyl ester). Isolated yield 42.6%. Reaction SMILES: [CH3:1][C:2](=[O:5])[C:3]#[CH:4].[N+:6](=[CH:8][C:9]([O:11][CH2:12][CH3:13])=[O:10])=[N-:7]>CCOCC>[CH2:12]([O:11][C:9]([C:8]1[CH:4]=[C:3]([C:2](=[O:5])[CH3:1])[NH:7][N:6]=1)=[O:10])[CH3:13]. Procedure: A 500 ml Erlenmeyer flask was charged with 25.0 g of 3-butyne-2-one and ethyl ether (200 ml). To the resulting solution, 41.9 g of ethyl diazoacetate were added slowly with stirring. After 30 minutes of stirring, the ether solution began refluxing by itself. After stirring for 1 hour, the mixture was chilled at 0° C. for 1 hour and filtered to yield 28.5 g of 5-acetylpyrazole-3-carboxylic acid ethyl ester as white solids, mp 114°-115° C. NMR: 1.42 (t, 3H), 2.62 (s, 3H), 4.44 (q, 2H), 7.36 (s, 1H...